Task: describe an organic reaction: reactants, conditions, products, and yield. Dataset: the Open Reaction Database (ORD), a public repository of structured organic reaction records Starting materials: CCOCC, C=[N+]=[N-], NS(=O)(=O)c1cccc(C(=O)Cl)c1. Product: [N-]=[N+]=CC(=O)c1cccc(S(N)(=O)=O)c1. RXN SMILES: [CH3:17][CH2:18][O:19][CH2:20][CH3:21].[N+:14](=[N-:15])=[CH2:16].[S:1]([NH2:2])(=[O:3])(=[O:4])[c:5]1[cH:6][c:7]([C:8](=[O:9])[Cl:10])[cH:11][cH:12][cH:13]1>>[S:1]([NH2:2])(=[O:3])(=[O:4])[c:5]1[cH:6][c:7]([C:8](=[O:9])[CH:16]=[N+:14]=[N-:15])[cH:11][cH:12][cH:13]1. The reactants are CC(C)(C)OC(=O)N1CCC(C(=O)O)CC1, ClCCl, CCN=C=NCCCN(C)C, NC(Cc1ccc2ccccc2c1)C(=O)NC(Cc1ccc2ccccc2c1)c1nnnn1CCc1ccccc1, On1nnc2ccccc21. The product is CC(C)(C)OC(=O)N1CCC(C(=O)NC(Cc2ccc3ccccc3c2)C(=O)NC(Cc2ccc3ccccc3c2)c2nnnn2CCc2ccccc2)CC1. Reaction SMILES: [C:1]([CH3:2])([CH3:3])([CH3:4])[O:5][C:6](=[O:7])[N:8]1[CH2:9][CH2:10][CH:11]([C:14](=[O:15])[OH:16])[CH2:12][CH2:13]1.[CH2:79]([Cl:80])[Cl:81].[CH3:27][CH2:28][N:29]=[C:30]=[N:31][CH2:32][CH2:33][CH2:34][N:35]([CH3:36])[CH3:37].[NH2:38][CH:39]([C:40](=[O:41])[NH:42][CH:43]([CH2:44][c:45]1[cH:46][c:47]2[cH:48][cH:49][cH:50][cH:51][c:52]2[cH:53][cH:54]1)[c:55]1[n:56][n:57][n:58][n:59]1[CH2:60][CH2:61][c:62]1[cH:63][cH:64][cH:65][cH:66][cH:67]1)[CH2:68][c:69]1[cH:70][c:71]2[cH:72][cH:73][cH:74][cH:75][c:76]2[cH:77][cH:78]1.[OH:17][n:18]1[c:19]2[c:20]([cH:21][cH:22][cH:23][cH:24]2)[n:25][n:26]1>>[C:1]([CH3:2])([CH3:3])([CH3:4])[O:5][C:6](=[O:7])[N:8]1[CH2:9][CH2:10][CH:11]([C:14](=[O:16])[NH:38][CH:39]([C:40](=[O:41])[NH:42][CH:43]([CH2:44][c:45]2[cH:46][c:47]3[cH:48][cH:49][cH:50][cH:51][c:52]3[cH:53][cH:54]2)[c:55]2[n:56][n:57][n:58][n:59]2[CH2:60][CH2:61][c:62]2[cH:63][cH:64][cH:65][cH:66][cH:67]2)[CH2:68][c:69]2[cH:70][c:71]3[cH:72][cH:73][cH:74][cH:75][c:76]3[cH:77][cH:78]2)[CH2:12][CH2:13]1. Reaction SMILES: [NH:1]1[CH2:6][CH2:5][C:4](=[O:7])[CH2:3][CH2:2]1.[CH3:8][O:9][C:10]1[CH:17]=[CH:16][C:13]([CH2:14]Cl)=[CH:12][CH:11]=1>>[CH3:8][O:9][C:10]1[CH:17]=[CH:16][C:13]([CH2:14][N:1]2[CH2:6][CH2:5][C:4](=[O:7])[CH2:3][CH2:2]2)=[CH:12][CH:11]=1. Product: COC1=CC=C(CN2CCC(CC2)=O)C=C1 (1-(4-Methoxybenzyl)-4-piperidone). Procedure: 1-(4-Methoxybenzyl)-4-piperidone is prepared from 4-piperidone and 4-methoxybenzyl chloride essentially as described above in Example 38, Scheme C, step a. The reactants are N1CCC(CC1)=O (4-piperidone), COC1=CC=C(CCl)C=C1 (4-methoxybenzyl chloride). The reactants are C(C1=CC=CC=C1)N1C(=O)N(C(=O)C(=C1N)N)CCC (1-BENZYL-3-PROPYL-5,6-DIAMINO-URACIL), C(CO)(=O)O (glycolic acid). Run in O1CCOCC1 (1,4-dioxane). Conditions: temperature 100 celsius. The product is C(CC)N1C(=O)N(C=2N=C(NC2C1=O)CO)CC1=CC=CC=C1 (1-PROPYL-3-BENZYL-8-HYDROXYMETHYL-XANTHINE). Isolated yield 70.0%. RXN SMILES: [CH2:1]([N:8]1[C:15]([NH2:16])=[C:14]([NH2:17])[C:12](=[O:13])[N:11]([CH2:18][CH2:19][CH3:20])[C:9]1=[O:10])[C:2]1[CH:7]=[CH:6][CH:5]=[CH:4][CH:3]=1.[C:21](O)(=O)[CH2:22][OH:23]>O1CCOCC1>[CH2:18]([N:11]1[C:12](=[O:13])[C:14]2[NH:17][C:21]([CH2:22][OH:23])=[N:16][C:15]=2[N:8]([CH2:1][C:2]2[CH:3]=[CH:4][CH:5]=[CH:6][CH:7]=2)[C:9]1=[O:10])[CH2:19][CH3:20]. Procedure: A mixture of the diamino-uracil derivative (from Example 5) (3.6 mmol), glycolic acid (7.3 mmol) and 1,4-dioxane (1 mL) was heated at 100° C. for 1 h. After cooling, a yellow solid precipitated from the solution and it was suspended in a mixture of H2O/EtOH 1:1 (20 mL). After basification with NaOH, the solution was heated at reflux for 3 hours, then cooled to 0° C. and acidified with acetic acid. The product precipitated as a white solid which was collected by filtration and dried. (White solid... The reactants are C(CCCCCCC)C1=NOC(=N1)CCC1=CC=C(CN)C=C1 (4-[2-(3-octyl-1,2,4-oxadiazol-5-yl)ethyl]benzylamine), FC(C1=CC=C(C=O)C=C1)(F)F (4-(trifluoromethyl)benzaldehyde). The product is C(CCCCCCC)C1=NOC(=N1)CCC1=CC=C(CNCC2=CC=C(C=C2)C(F)(F)F)C=C1 (N-{4-[2-(3-octyl-1,2,4-oxadiazol-5-yl)ethyl]benzyl}-N-[4-(trifluoromethyl)benzyl]amine). Yield: 65.0%. As a reaction SMILES: [CH2:1]([C:9]1[N:13]=[C:12]([CH2:14][CH2:15][C:16]2[CH:23]=[CH:22][C:19]([CH2:20][NH2:21])=[CH:18][CH:17]=2)[O:11][N:10]=1)[CH2:2][CH2:3][CH2:4][CH2:5][CH2:6][CH2:7][CH3:8].[F:24][C:25]([F:35])([F:34])[C:26]1[CH:33]=[CH:32][C:29]([CH:30]=O)=[CH:28][CH:27]=1>>[CH2:1]([C:9]1[N:13]=[C:12]([CH2:14][CH2:15][C:16]2[CH:23]=[CH:22][C:19]([CH2:20][NH:21][CH2:30][C:29]3[CH:28]=[CH:27][C:26]([C:25]([F:24])([F:34])[F:35])=[CH:33][CH:32]=3)=[CH:18][CH:17]=2)[O:11][N:10]=1)[CH2:2][CH2:3][CH2:4][CH2:5][CH2:6][CH2:7][CH3:8]. Procedure details: The same procedure as employed in the preparation of Example 226 (step a) but using 4-[2-(3-octyl-1,2,4-oxadiazol-5-yl)ethyl]benzylamine and 4-(trifluoromethyl)benzaldehyde gave the title compound as a pale yellow oil (65%). 1H NMR (CDCl3, 300 MHz) δ 7.60 (d, 2H, J=8.3 Hz), 7.51 (d, 2H, J=8.3 Hz), 7.30 (d, 2H, J=7.9 Hz), 7.18 (d, 2H, J=7.9 Hz), 3.86 (s, 2H), 3.78 (s, 2H), 3.12 (m, 4H), 2.70 (t, 2H, J=7.7 Hz), 1.73 (m, 2H), 1.28 (m, 10H), 0.88 (t, 3H, J=6.6 Hz). M+(LC/MS(ESI)): 474. HPLC (Conditi... The reactants are CCCCn1c(=O)c2cc(C(=O)OCC)cn2c2ccccc21, CCO, O. Yields the product CCCCn1c(=O)c2cc(C(=O)O)cn2c2ccccc21. RXN SMILES: [CH2:1]([CH2:2][CH2:3][CH3:4])[n:5]1[c:6](=[O:23])[c:7]2[n:8]([c:9]3[cH:10][cH:11][cH:12][cH:13][c:14]13)[cH:15][c:16]([C:18](=[O:19])[O:20][CH2:21][CH3:22])[cH:17]2.[CH2:25]([OH:26])[CH3:27].[OH2:24]>>[CH2:1]([CH2:2][CH2:3][CH3:4])[n:5]1[c:6](=[O:23])[c:7]2[n:8]([c:9]3[cH:10][cH:11][cH:12][cH:13][c:14]13)[cH:15][c:16]([C:18](=[O:19])[OH:20])[cH:17]2. RXN SMILES: FC(F)(F)C(O)=O.[Cl:8][C:9]1[CH:14]=[C:13]2[NH:15][C:16](=[O:38])[C:17]3([CH:21]([C:22]4[CH:27]=[CH:26][CH:25]=[C:24]([Cl:28])[C:23]=4[F:29])[CH:20]([C:30](O)=[O:31])[NH:19][CH:18]3[CH2:33][C:34]([CH3:37])([CH3:36])[CH3:35])[C:12]2=[CH:11][CH:10]=1.C(N(C(C)C)CC)(C)C.C1(P(Cl)(C2C=CC=CC=2)=O)C=CC=CC=1.[NH2:63][C:64]1[O:68][C:67]([C:69]([O:71][CH3:72])=[O:70])=[CH:66][CH:65]=1>>[CH3:72][O:71][C:69]([C:67]1[O:68][C:64]([NH:63][C:30]([C@@H:20]2[NH:19][C@@H:18]([CH2:33][C:34]([CH3:36])([CH3:37])[CH3:35])[C@:17]3([C:12]4[C:13](=[CH:14][C:9]([Cl:8])=[CH:10][CH:11]=4)[NH:15][C:16]3=[O:38])[C@H:21]2[C:22]2[CH:27]=[CH:26][CH:25]=[C:24]([Cl:28])[C:23]=2[F:29])=[O:31])=[CH:65][CH:66]=1)=[O:70] |f:0.1|. Reported procedure: In a manner similar to the method described in Example 5, rac-(2′S,3′R,4′S,5′R)-6-chloro-4′-(3-chloro-2-fluoro-phenyl)-2′-(2,2-dimethyl-propyl)-2-oxo-1,2-dihydro-spiro[indole-3,3′-pyrrolidine]-5′-carboxylic acid trifluoroacetic acid prepared in Example 4 (0.3 g, 0.52 mmol), was reacted with diisopropylethylamine (0.34 g, 2.6 mmol), diphenylphosphinic chloride (0.25 g, 1 mmol), then reacted with methyl 5-aminofuran-2-carboxylate (Lancaster) (0.11 g, 0.78 mmol) to give rac-5-{[(2′S,3′R,4′S,5′R)-6-... Product: COC(=O)C=1OC(=CC1)NC(=O)[C@H]1[C@@H]([C@@]2([C@@H](N1)CC(C)(C)C)C(NC1=CC(=CC=C12)Cl)=O)C1=C(C(=CC=C1)Cl)F (rac-5-{[(2′S,3′R,4′S,5′R)-6-chloro-4′-(3-chloro-2-fluoro-phenyl)-2′-(2,2-dimethyl-propyl)-2-oxo-1,2-dihydro-spiro[indole-3,3′-pyrrolidine]-5′-carbonyl]amino}-furan-2-carboxylic acid methyl ester). Starting materials: FC(C(=O)O)(F)F.ClC1=CC=C2C(=C1)NC(C21C(NC(C1C1=C(C(=CC=C1)Cl)F)C(=O)O)CC(C)(C)C)=O (rac-(2′S,3′R,4′S,5′R)-6-chloro-4′-(3-chloro-2-fluoro-phenyl)-2′-(2,2-dimethyl-propyl)-2-oxo-1,2-dihydro-spiro[indole-3,3′-pyrrolidine]-5′-carboxylic acid trifluoroacetic acid), NC1=CC=C(O1)C(=O)OC (methyl 5-aminofuran-2-carboxylate), C(C)(C)N(CC)C(C)C (diisopropylethylamine), C1(=CC=CC=C1)P(=O)(C1=CC=CC=C1)Cl (diphenylphosphinic chloride). Yield: 1.6%. Starting materials: CI (methyl iodide), CS(=O)C1=NN2C(C=N1)=CC=C2C2=C(C=C(C=C2)C)NS(=O)(=O)C (N-[2-(2-Methanesulfinyl-pyrrolo[2,1-f][1,2,4]triazin-7-yl)-5-methyl-phenyl]-methanesulfonamide), C([O-])([O-])=O.[K+].[K+] (Potassium carbonate), CN(C=O)C (N,N-Dimethylformamide). Run at time 18 hour. The product is CS(=O)C1=NN2C(C=N1)=CC=C2C2=C(C=C(C=C2)C)N(S(=O)(=O)C)C (N-[2-(2-Methanesulfinyl-pyrrolo[2,1-f][1,2,4]triazin-7-yl)-5-methyl-phenyl]-N-methyl-methanesulfonamide), solid. Isolated yield 58.0%. As a reaction SMILES: [CH3:1][S:2]([C:4]1[N:9]=[CH:8][C:7]2=[CH:10][CH:11]=[C:12]([C:13]3[CH:18]=[CH:17][C:16]([CH3:19])=[CH:15][C:14]=3[NH:20][S:21]([CH3:24])(=[O:23])=[O:22])[N:6]2[N:5]=1)=[O:3].[C:25](=O)([O-])[O-].[K+].[K+].CN(C)C=O.CI>>[CH3:1][S:2]([C:4]1[N:9]=[CH:8][C:7]2=[CH:10][CH:11]=[C:12]([C:13]3[CH:18]=[CH:17][C:16]([CH3:19])=[CH:15][C:14]=3[N:20]([CH3:25])[S:21]([CH3:24])(=[O:23])=[O:22])[N:6]2[N:5]=1)=[O:3] |f:1.2.3|. Procedure: N-[2-(2-Methanesulfinyl-pyrrolo[2,1-f][1,2,4]triazin-7-yl)-5-methyl-phenyl]-methanesulfonamide (530 mg, 1.4 mmol) was dissolved in 20 mL of dry and warm DMF. The solution was cooled (ice bath). Potassium carbonate (0.80 g, 5.8 mmol) in N,N-Dimethylformamide (20 mL, 200 mmol) was added followed by methyl iodide (270 uL, 4.4 mmol). After 18 h, the mixture was stirred at room temperature overnight. The mixture was filtered and the solvent was evaporated. The product was purified by flash chromatogr... Starting materials: C=C (Ethylene), OC1=NC=2CCCCC2N=C1CCC1=CC=CC=C1 (2-hydroxy-3-(2-phenylethyl)-5,6,7,8-tetrahydroquinoxaline), [OH-].[Na+] (NaOH). The solvent is C(C)(C)(C)O (t-butanol). Run at temperature 60 celsius, time 3 hour. Yields the product OCCN1C(C(=NC=2CCCCC12)CCC1=CC=CC=C1)=O (1-(2-hydroxyethyl)-3-(2-phenylethyl)-2-oxo-1,2,5,6,7,8-hexahydroquinoxaline). Yield: 90.9%. RXN SMILES: [CH2:1]=[CH2:2].[OH:3][C:4]1[C:13]([CH2:14][CH2:15][C:16]2[CH:21]=[CH:20][CH:19]=[CH:18][CH:17]=2)=[N:12][C:11]2[CH2:10][CH2:9][CH2:8][CH2:7][C:6]=2[N:5]=1.[OH-:22].[Na+]>C(O)(C)(C)C>[OH:22][CH2:1][CH2:2][N:5]1[C:6]2[CH2:7][CH2:8][CH2:9][CH2:10][C:11]=2[N:12]=[C:13]([CH2:14][CH2:15][C:16]2[CH:21]=[CH:20][CH:19]=[CH:18][CH:17]=2)[C:4]1=[O:3] |f:2.3|. Reported procedure: Ethylene chlorodrohydrin (9.0 g) was added to a solution of 2-hydroxy-3-(2-phenylethyl)-5,6,7,8-tetrahydroquinoxaline (5.59 g, 22 mM) in aqueous 5N NaOH and t-butanol (60 ml), and stirred at 60° C. for 3 hours. The t-butanol was distilled off in vacuo, water was added to the residue, and the mixture was extracted three times with chloroform. The extract was dried with anhydrous sodium sulfate and concentrated in vacuo. The residue was charged on a column of silica-gel (C-200, 170 g) packed with ...